From a dataset of the Open Reaction Database (ORD), a public repository of structured organic reaction records. describe an organic reaction: reactants, conditions, products, and yield Reactants: O=C(n1ccnc1)n1ccnc1, ClCCl, COc1ccc2nccc(C(O)CNCCCN(C)CCOc3cc(F)cc(F)c3)c2c1. Yields the product COc1ccc2nccc(C3CN(CCCN(C)CCOc4cc(F)cc(F)c4)C(=O)O3)c2c1. RXN SMILES: [C:33](=[O:34])([n:35]1[cH:36][cH:37][n:38][cH:39]1)[n:40]1[cH:41][cH:42][n:43][cH:44]1.[CH2:45]([Cl:46])[Cl:47].[F:1][c:2]1[cH:3][c:4]([O:5][CH2:6][CH2:7][N:8]([CH2:9][CH2:10][CH2:11][NH:12][CH2:13][CH:14]([OH:15])[c:16]2[cH:17][cH:18][n:19][c:20]3[cH:21][cH:22][c:23]([O:26][CH3:27])[cH:24][c:25]23)[CH3:28])[cH:29][c:30]([F:32])[cH:31]1>>[F:1][c:2]1[cH:3][c:4]([O:5][CH2:6][CH2:7][N:8]([CH2:9][CH2:10][CH2:11][N:12]2[CH2:13][CH:14]([c:16]3[cH:17][cH:18][n:19][c:20]4[cH:21][cH:22][c:23]([O:26][CH3:27])[cH:24][c:25]34)[O:15][C:33]2=[O:34])[CH3:28])[cH:29][c:30]([F:32])[cH:31]1. Starting materials: COC=1C=C2CCCC(C2=CC1)=O (6-methoxy-1-tetralone), C=O (formaldehyde), Cl (hydrochloric acid), C1(=CC=CC=C1)C1CCNCC1 (4-phenylpiperidine). The solvent is C(C)(C)O (isopropanol), C(C)(C)O (isopropanol), C1(=CC=CC=C1)C (toluene). Product: Cl.COC=1C=C2CCC(C(C2=CC1)=O)CN1CCC(CC1)C1=CC=CC=C1 (3,4-Dihydro-6methoxy-2-[(4-phenyl-1-piperidinyl)methyl]-1(2H)-naphthalenone, hydrochloride). RXN SMILES: [ClH:1].[C:2]1([CH:8]2[CH2:13][CH2:12][NH:11][CH2:10][CH2:9]2)[CH:7]=[CH:6][CH:5]=[CH:4][CH:3]=1.[CH3:14][O:15][C:16]1[CH:17]=[C:18]2[C:23](=[CH:24][CH:25]=1)[C:22](=[O:26])[CH2:21][CH2:20][CH2:19]2.[CH2:27]=O>C(O)(C)C.C1(C)C=CC=CC=1>[ClH:1].[CH3:14][O:15][C:16]1[CH:17]=[C:18]2[C:23](=[CH:24][CH:25]=1)[C:22](=[O:26])[CH:21]([CH2:27][N:11]1[CH2:10][CH2:9][CH:8]([C:2]3[CH:7]=[CH:6][CH:5]=[CH:4][CH:3]=3)[CH2:13][CH2:12]1)[CH2:20][CH2:19]2 |f:6.7|. Procedure: Concentrated hydrochloric acid (4.9 mL) was added to a solution of 4-phenylpiperidine (9.38 g, 58.2 mmol) in isopropanol (60 mL) at 10-15° C. followed by the sequential addition of 6-methoxy-1-tetralone (9.76 g, 55.4 mmol), 37% aqueous formaldehyde (5.72 g) and 60 mL isopropanol. The mixture was refluxed for 1 hour, diluted with toluene, concentrated and the residue recrystallized sequentially from acetone and ethanol to afford the title compound as a white solid (5 g), mp 177-8° C. The reactants are CC(C)O (2-propanol), N1=CC=CC=C1 (pyridine), FC(S(=O)(=O)OS(=O)(=O)C(F)(F)F)(F)F (trifluoromethanesulfonic anhydride), CC1=C(C(=CC(=C1)C)C)N1N=NC(=C1)C1=C(C=C(C=C1C)C)C (1,4-bis(2,4,6-trimethylphenyl)-1H-1,2,3-triazole). Solvent: ClCCl (dichloromethane), CCCCC (Pentane), ClCCl (dichloromethane). Run at temperature -78 celsius, time 30 minute. The product is [NH+]=1NN=CC1 (triazolium), FC(S(=O)(=O)[O-])(F)F.CC1=C(C(=CC(=C1)C)C)[NH+]1NN(C(=C1)C1=C(C=C(C=C1C)C)C)C(C)C (1,4-Bis(2,4,6-trimethylphenyl)-3-isopropyl-1H-1,2,3-triazolium trifluoromethanesulfonate). Isolated yield 120.4%. As a reaction SMILES: [CH3:1][CH:2](O)[CH3:3].N1C=CC=CC=1.[F:11][C:12]([F:25])([F:24])[S:13]([O:16]S(C(F)(F)F)(=O)=O)(=[O:15])=[O:14].[CH3:26][C:27]1[CH:32]=[C:31]([CH3:33])[CH:30]=[C:29]([CH3:34])[C:28]=1[N:35]1[CH:39]=[C:38]([C:40]2[C:45]([CH3:46])=[CH:44][C:43]([CH3:47])=[CH:42][C:41]=2[CH3:48])[N:37]=[N:36]1>ClCCl.CCCCC>[NH+:35]1[NH:36][N:37]=[CH:38][CH:39]=1.[F:11][C:12]([F:25])([F:24])[S:13]([O-:16])(=[O:15])=[O:14].[CH3:26][C:27]1[CH:32]=[C:31]([CH3:33])[CH:30]=[C:29]([CH3:34])[C:28]=1[NH+:35]1[CH:39]=[C:38]([C:40]2[C:45]([CH3:46])=[CH:44][C:43]([CH3:47])=[CH:42][C:41]=2[CH3:48])[N:37]([CH:2]([CH3:3])[CH3:1])[NH:36]1 |f:7.8|. Procedure details: To a stirred solution of 2-propanol (690 μL, 9.0 mmol) and pyridine (750 μL, 9.3 mmol) in dichloromethane (5 mL) at −78° C. is added trifluoromethanesulfonic anhydride (1.5 mL, 8.9 mmol). The resulting mixture is stirred at −78° C. for 30 min, and then stirred an additional 30 min as is allowed to slowly reach room temperature. Pentane (10 mL) is added to precipitate the pyridinium salt byproduct, and contents are transferred via filter cannula into a solution of 1,4-bis(2,4,6-trimethylphenyl)-1... The product is CC(C)(C)C=1C=C(C=C(C1O)C(C)(C)C)S(=O)CCC1=NNC(O1)=O (5-[2-[[3,5-Bis(1,1-dimethylethyl)-4-hydroxyphenyl]-sulfinyl]ethyl]-1,3,4-oxadiazol-2(3H)-one). Run at temperature 0 celsius, time 2.25 hour. Starting materials: ClC1=CC(=CC=C1)C(=O)OO (m-Chloroperbenzoic acid), CC(C)(C)C=1C=C(C=C(C1O)C(C)(C)C)SCCC(=O)NN (3-[[3,5-bis(1,1-dimethylethyl)-4-hydroxyphenyl]thio]propanoic acid hydrazide), C(C)(=O)OCC (ethyl acetate). Run in ClCCl (dichloromethane). As a reaction SMILES: ClC1C=CC=C([C:8](OO)=[O:9])C=1.[CH3:12][C:13]([C:16]1[CH:17]=[C:18]([S:27][CH2:28][CH2:29][C:30]([NH:32][NH2:33])=[O:31])[CH:19]=[C:20]([C:23]([CH3:26])([CH3:25])[CH3:24])[C:21]=1[OH:22])([CH3:15])[CH3:14].C(OCC)(=[O:36])C>ClCCl>[CH3:15][C:13]([C:16]1[CH:17]=[C:18]([S:27]([CH2:28][CH2:29][C:30]2[O:31][C:8](=[O:9])[NH:33][N:32]=2)=[O:36])[CH:19]=[C:20]([C:23]([CH3:24])([CH3:25])[CH3:26])[C:21]=1[OH:22])([CH3:12])[CH3:14]. Reported procedure: m-Chloroperbenzoic acid (1.30 g, 6.0 mmol) is added in eight portions at 5-minute intervals to a 0° C. solution of 3-[[3,5-bis(1,1-dimethylethyl)-4-hydroxyphenyl]thio]propanoic acid hydrazide (2.25 g, 6.4 mmol) in dichloromethane (64 mL). The reaction mixture is stirred at 0° C. for 2.25 hours, then diluted with ethyl acetate and washed three times with a saturated solution of sodium bicarbonate, then with water and brine. Drying the organic phase over magnesium sulfate and evaporation gives a c... Reactants: N12CC(C(CC1)CC2)NC(=O)NC(C)(C)C2=CC(=CC=C2)Br (1-(1-azabicyclo[2.2.2]oct-3-yl)-3-[2-(3-bromophenyl)propan-2-yl]urea), C1(=CC=CC=C1)B(O)O (phenylboronic acid). The reagents and catalysts are C=1C=CC(=CC1)[P](C=2C=CC=CC2)(C=3C=CC=CC3)[Pd]([P](C=4C=CC=CC4)(C=5C=CC=CC5)C=6C=CC=CC6)([P](C=7C=CC=CC7)(C=8C=CC=CC8)C=9C=CC=CC9)[P](C=1C=CC=CC1)(C=1C=CC=CC1)C=1C=CC=CC1 (tetrakis(triphenylphosphine)palladium(0)). Product: N12CC(C(CC1)CC2)NC(=O)NC(C)(C)C=2C=C(C=CC2)C2=CC=CC=C2 (1-(1-azabicyclo[2.2.2]oct-3-yl)-3-[2-(biphenyl-3-yl)propan-2-yl]urea). The yield is 19.2%. RXN SMILES: [N:1]12[CH2:8][CH2:7][CH:4]([CH2:5][CH2:6]1)[CH:3]([NH:9][C:10]([NH:12][C:13]([C:16]1[CH:21]=[CH:20][CH:19]=[C:18](Br)[CH:17]=1)([CH3:15])[CH3:14])=[O:11])[CH2:2]2.[C:23]1(B(O)O)[CH:28]=[CH:27][CH:26]=[CH:25][CH:24]=1>C1C=CC([P]([Pd]([P](C2C=CC=CC=2)(C2C=CC=CC=2)C2C=CC=CC=2)([P](C2C=CC=CC=2)(C2C=CC=CC=2)C2C=CC=CC=2)[P](C2C=CC=CC=2)(C2C=CC=CC=2)C2C=CC=CC=2)(C2C=CC=CC=2)C2C=CC=CC=2)=CC=1>[N:1]12[CH2:8][CH2:7][CH:4]([CH2:5][CH2:6]1)[CH:3]([NH:9][C:10]([NH:12][C:13]([C:16]1[CH:17]=[C:18]([C:23]3[CH:28]=[CH:27][CH:26]=[CH:25][CH:24]=3)[CH:19]=[CH:20][CH:21]=1)([CH3:15])[CH3:14])=[O:11])[CH2:2]2 |^1:35,37,56,75|. Procedure: Using general procedure E, 1-(1-azabicyclo[2.2.2]oct-3-yl)-3-[2-(3-bromophenyl)propan-2-yl]urea (111 mg, 0.301 mmol), phenylboronic acid (78.8 mg, 0.606 mmol) and tetrakis(triphenylphosphine)palladium(0) gave the title compound as an off-white solid (21 mg, 11%). 1H NMR (400 MHz, CDCl3) δ 7.74 (s, 1H), 7.52-7.40 (m, 8H), 4.89 (s, 1H), 4.28 (d, J=7.3 Hz, 1H), 3.75-3.59 (m, 1H), 3.15 (ddd, J=1.9, 9.3, 13.9 Hz, 1H), 2.46 (m, 4H), 2.05 (dd, J=3.5, 14.0 Hz, 1H), 1.68 (d, J=4.7 Hz, 6H), 1.66-0.76 (m, ... The reactants are Cl (HCl), [OH-].[Na+] (NaOH), NC1=CC=C(C2=CC=CC=C12)S(=O)(=O)O (4-amino-1-naphthalenesulphonic acid), N(=O)[O-].[Na+] (sodium nitrite), stannous chloride dihydrate, Cl (HCl), [OH-].[Na+] (NaOH), ice. The solvent is O (water), O (water). Conditions: temperature 0 celsius, time 15 minute. Yields the product Cl.N(N)C1=CC=C(C2=CC=CC=C12)S(=O)(=O)O (4-Hydrazino-1-naphthalenesulphonic Acid Hydrochloride). As a reaction SMILES: [OH-].[Na+].[NH2:3][C:4]1[C:13]2[C:8](=[CH:9][CH:10]=[CH:11][CH:12]=2)[C:7]([S:14]([OH:17])(=[O:16])=[O:15])=[CH:6][CH:5]=1.[N:18]([O-])=O.[Na+].[ClH:22]>O>[ClH:22].[NH:3]([C:4]1[C:13]2[C:8](=[CH:9][CH:10]=[CH:11][CH:12]=2)[C:7]([S:14]([OH:17])(=[O:15])=[O:16])=[CH:6][CH:5]=1)[NH2:18] |f:0.1,3.4,7.8|. Reported procedure: 4 g of NaOH are added to a suspension of 22.33 g of 4-amino-1-naphthalenesulphonic acid in 125 ml of water. The mixture is cooled to 0° C. and 2 ml of concentrated NaOH are added, followed by 7.5 g of sodium nitrite and 125 g of ice to maintain the temperature at 0° C. The suspension thereby obtained is poured into 75 ml of concentrated HCl cooled beforehand to 0° C., and left stirring for 2 hours 15 minutes at this temperature. The reaction mixture is added slowly to a solution, cooled beforeha... Reactants: BrCc1ccc2ccccc2c1, C1CCOC1, CC(C)NC(C)C, [Li]CCCC, O=C1CC2CCCCC2O1, O. Yields the product O=C1OC2CCCCC2C1Cc1ccc2ccccc2c1. RXN SMILES: [Br:23][CH2:24][c:25]1[cH:26][c:27]2[cH:28][cH:29][cH:30][cH:31][c:32]2[cH:33][cH:34]1.[CH2:35]1[O:36][CH2:37][CH2:38][CH2:39]1.[CH:1]([NH:2][CH:3]([CH3:4])[CH3:5])([CH3:6])[CH3:7].[Li:8][CH2:9][CH2:10][CH2:11][CH3:12].[O:13]1[C:14](=[O:22])[CH2:15][CH:16]2[CH:17]1[CH2:18][CH2:19][CH2:20][CH2:21]2.[OH2:40]>>[O:13]1[C:14](=[O:22])[CH:15]([CH2:24][c:25]2[cH:26][c:27]3[cH:28][cH:29][cH:30][cH:31][c:32]3[cH:33][cH:34]2)[CH:16]2[CH:17]1[CH2:18][CH2:19][CH2:20][CH2:21]2. Starting materials: COC(=O)CCOc1cccc(C#N)c1, Cl. Product: N#Cc1cccc(OCCC(=O)O)c1. Reaction SMILES: [C:1](#[N:2])[c:3]1[cH:4][c:5]([O:6][CH2:7][CH2:8][C:9](=[O:10])[O:11][CH3:12])[cH:13][cH:14][cH:15]1.[ClH:16]>>[C:1](#[N:2])[c:3]1[cH:4][c:5]([O:6][CH2:7][CH2:8][C:9](=[O:10])[OH:11])[cH:13][cH:14][cH:15]1.